Dataset: the Open Reaction Database (ORD), a public repository of structured organic reaction records. Task: describe an organic reaction: reactants, conditions, products, and yield Reactants: cis-2-amino-1-cyclopentane, C([O-])([O-])=O.[Na+].[Na+] (sodium carbonate), CN(C=O)C (dimethylformamide), Cl (hydrochloric acid), C(C#CC)OC1=CC=C(C=C1)S(=O)(=O)Cl (4-(2-butynyloxy)phenyl sulfonyl chloride). Run in O (water), C(C)(=O)OCC (ethyl acetate), O (water). Product: C(C#CC)OC1=CC=C(C=C1)S(=O)(=O)NC1(CCCC1)C(=O)O ({[4-(2-butynyloxy)phenyl]sulfonyl}amino cyclopentanecarboxylic acid). As a reaction SMILES: [C:1](=[O:4])([O-])[O-:2].[Na+].[Na+].[CH2:7]([O:11][C:12]1[CH:17]=[CH:16][C:15]([S:18](Cl)(=[O:20])=[O:19])=[CH:14][CH:13]=1)[C:8]#[C:9][CH3:10].Cl.C[N:24]([CH3:27])C=O>C(OCC)(=O)C.O>[CH2:7]([O:11][C:12]1[CH:17]=[CH:16][C:15]([S:18]([NH:24][C:27]2([C:1]([OH:2])=[O:4])[CH2:10][CH2:9][CH2:8][CH2:7]2)(=[O:20])=[O:19])=[CH:14][CH:13]=1)[C:8]#[C:9][CH3:10] |f:0.1.2|. Procedure details: To a solution of cis-2-amino-1-cyclopentane (1.0 g, 7.74 mmol) in 1:1 water:dimethylformamide (10 mL) at 0° C. was added sodium carbonate (2.7 g, 25.5 mmol) followed by 4-(2-butynyloxy)phenyl sulfonyl chloride (2.08 g, 8.5 mmol). The reaction mixture was allowed to warm to room temperature. After stirring overnight water and ethyl acetate were added and the mixture acidified to pH=1 with 6N aqueous hydrochloric acid. The organic phase was washed with water and brine and dried over anhydrous sodi... The reactants are C(C1=CC=CC=C1)N1CC=CC1 (1-benzyl-3-pyrroline), S(O)(O)(=O)=O (sulfuric acid), O (water), [O-]S(=O)(=O)OOS(=O)(=O)[O-].[Na+].[Na+] (Na2S2O8). Solvent: CC(=O)C (acetone). The product is C(C1=CC=CC=C1)N1CC2C(C1)O2 (1-benzyl-3,4-epoxypyrrolidine). Yield: 25.7%. RXN SMILES: [CH2:1]([N:8]1[CH2:12][CH:11]=[CH:10][CH2:9]1)[C:2]1[CH:7]=[CH:6][CH:5]=[CH:4][CH:3]=1.S(=O)(=O)(O)[OH:14].O.[O-]S(OOS([O-])(=O)=O)(=O)=O.[Na+].[Na+]>CC(C)=O>[CH2:1]([N:8]1[CH2:12][CH:11]2[O:14][CH:10]2[CH2:9]1)[C:2]1[CH:7]=[CH:6][CH:5]=[CH:4][CH:3]=1 |f:3.4.5|. Procedure: To a solution of 15.9 g (0.1 mol) of 1-benzyl-3-pyrroline, 12.0 g (0.12 mol) of 98% sulfuric acid, 15.0 g of water, and 60.0 g of acetone in a Pyrex round flask reactor, 47.6 g (0.20 mol) of Na2S2O8 (sodium peroxydisulfate produced by Mitsubishi Gas Chemical Industry Co., Ltd.) was added with stirring and allowed to react for 10 hours at room temperature with irradiation by 500 W Xe lamps (UXL-500D xenon lamp produced by Ushio). After completion, acetone was evaporated under reduced pressure, ne... Reactants: CCOC(=O)C1(NC(=O)c2cc(Cl)cc(Cl)c2OC2CCC2)Cc2ccc(F)cc2C1, CCO, [K+], [OH-], O. Yields the product O=C(NC1(C(=O)O)Cc2ccc(F)cc2C1)c1cc(Cl)cc(Cl)c1OC1CCC1. As a reaction SMILES: [CH2:1]([CH3:2])[O:3][C:4](=[O:5])[C:6]1([NH:16][C:17]([c:18]2[c:19]([O:26][CH:27]3[CH2:28][CH2:29][CH2:30]3)[c:20]([Cl:25])[cH:21][c:22]([Cl:24])[cH:23]2)=[O:31])[CH2:7][c:8]2[cH:9][cH:10][c:11]([F:15])[cH:12][c:13]2[CH2:14]1.[CH3:35][CH2:36][OH:37].[K+:33].[OH-:32].[OH2:34]>>[O:3]=[C:4]([OH:5])[C:6]1([NH:16][C:17]([c:18]2[c:19]([O:26][CH:27]3[CH2:28][CH2:29][CH2:30]3)[c:20]([Cl:25])[cH:21][c:22]([Cl:24])[cH:23]2)=[O:31])[CH2:7][c:8]2[cH:9][cH:10][c:11]([F:15])[cH:12][c:13]2[CH2:14]1. The reactants are CC(C)(C)OC(=O)N1C(CO)CC2CCCCC21, C1CCOC1, CC(C)OC(=O)N=NC(=O)OC(C)C, COC(=O)c1ccc(O)cc1, c1ccc(P(c2ccccc2)c2ccccc2)cc1. Yields the product COC(=O)c1ccc(OCC2CC3CCCCC3N2C(=O)OC(C)(C)C)cc1. As a reaction SMILES: [C:1]([CH3:2])([CH3:3])([CH3:4])[O:5][C:6](=[O:7])[N:8]1[CH:9]([CH2:17][OH:18])[CH2:10][CH:11]2[CH2:12][CH2:13][CH2:14][CH2:15][CH:16]12.[CH2:63]1[O:64][CH2:65][CH2:66][CH2:67]1.[O:49]=[C:50]([O:51][CH:52]([CH3:53])[CH3:54])[N:55]=[N:56][C:57]([O:58][CH:59]([CH3:60])[CH3:61])=[O:62].[OH:19][c:20]1[cH:21][cH:22][c:23]([C:24](=[O:25])[O:26][CH3:27])[cH:28][cH:29]1.[c:30]1([P:31]([c:32]2[cH:33][cH:34][cH:35][cH:36][cH:37]2)[c:38]2[cH:39][cH:40][cH:41][cH:42][cH:43]2)[cH:44][cH:45][cH:46][cH:47][cH:48]1>>[C:1]([CH3:2])([CH3:3])([CH3:4])[O:5][C:6](=[O:7])[N:8]1[CH:9]([CH2:17][O:18][c:20]2[cH:21][cH:22][c:23]([C:24](=[O:25])[O:26][CH3:27])[cH:28][cH:29]2)[CH2:10][CH:11]2[CH2:12][CH2:13][CH2:14][CH2:15][CH:16]12. Reactants: O (water), solution, [OH-].[Na+] (sodium hydroxide), ClC1=C(C(=C(C(=N1)Cl)Cl)NN)Cl (tetrachloro-4-hydrazinopyridine). Solvent: C(C)(C)O (isopropanol). Reaction conditions: time 2 hour. The product is ClC1=NC(=C(C=C1)Cl)Cl (2,5,6-TRICHLOROPYRIDINE). RXN SMILES: [OH-].[Na+].[Cl:3][C:4]1[N:9]=[C:8]([Cl:10])[C:7]([Cl:11])=[C:6](NN)[C:5]=1Cl.O>C(O)(C)C>[Cl:3][C:4]1[CH:5]=[CH:6][C:7]([Cl:11])=[C:8]([Cl:10])[N:9]=1 |f:0.1|. Reported procedure: To a 10 milliliter solution of 5 Normal sodium hydroxide was added a mixture of 5 grams of tetrachloro-4-hydrazinopyridine in 25 milliliters of isopropanol. The mixture was heated at its boiling point with rapid stirring for 2 hours. The mixture was mixed with 100 milliliters of water and the organic material extracted with methylene chloride. The organic phase was water washed and subjected to sublimation. The 2,5,6-trichloropyridine product was recovered in a yield of 1.85 grams (~ 51 percent ... Reactants: C1(CCCCC1)N=C=NC1CCCCC1 (dicyclohexylcarbodiimide), CC(C)[C@]1([C@H]([C@]2([C@]3(C[C@]4([C@@]1([C@@]2([C@@]5([C@@]3(CCC(=C)[C@H]5O)O)O4)O)C)O)C)O)OC(=O)C6=CC=CN6)O (Dehydro-ryanodine), C(CCC)OC1=CC=C(C(=O)NCCC(=O)O)C=C1 (N-(p-n-butoxybenzoyl)-β-alanine), O=P12OP3(=O)OP(=O)(O1)OP(=O)(O2)O3 (P2O5). Reagents/catalysts: CN(C)C=1C=CN=CC1 (DMAP). Solvent: O (Water), C(Cl)Cl (CH2Cl2), O1CCCC1 (tetrahydrofuran). Reaction conditions: time 30 minute. The product is C(=O)(NC1CCCCC1)NC1CCCCC1 (dicyclohexylurea). Reaction SMILES: CC([C@]1(O)[C@@]2(C)[C@]3(O)[C@]45O[C@@]2(O)C[C@@](C)([C@@]4(O)CCC([C@H]5[OH:19])=C)[C@]3(O)[C@@H]1OC(C1NC=CC=1)=O)C.C(OC1C=CC(C(NCCC(O)=O)=O)=CC=1)CCC.O=P12OP3(OP(OP(O3)(O1)=O)(=O)O2)=O.[CH:69]1([N:75]=[C:76]=[N:77][CH:78]2[CH2:83][CH2:82][CH2:81][CH2:80][CH2:79]2)[CH2:74][CH2:73][CH2:72][CH2:71][CH2:70]1>CN(C1C=CN=CC=1)C.C(Cl)Cl.O1CCCC1.O>[C:76]([NH:75][CH:69]1[CH2:70][CH2:71][CH2:72][CH2:73][CH2:74]1)([NH:77][CH:78]1[CH2:83][CH2:82][CH2:81][CH2:80][CH2:79]1)=[O:19]. Procedure: Dehydro-ryanodine (60 mg., 0.125 mmol), N-(p-n-butoxybenzoyl)-β-alanine (40 mg. 0.15 mmol) and DMAP (2 mg., 0.02 mmol), dried over P2O5, were dissolved in a solvent mixture of CH2Cl2 (10 ml.) and tetrahydrofuran (0.1 ml) dried over Molecular Sieve. To the stirred solution dicyclohexylcarbodiimide (35 mg., 0.15 mmol) was added at once and the reaction mixture maintained at room temperature for 6 hours. Water (0.1 ml) was added and stirring continued for 30 minutes. The solids formed (dicyclohexyl... The reactants are C(C)(C)C1(C(N=C(N1)C1=C(C(=O)O)C=CC=N1)=O)C (2-(5-Isopropyl-5-methyl-4-oxo-2-imidazolin-2-yl)nicotinic acid), C([O-])([O-])=O.[Ca+2] (calcium carbonate). Run in O (water). Conditions: time 10 minute. Product: C(C)(C)C1(C(N=C(N1)C1=C(C(=O)[O-])C=CC=N1)=O)C.[Ca+2].C(C)(C)C1(C(N=C(N1)C1=C(C(=O)[O-])C=CC=N1)=O)C (Calcium 2-(5-isopropyl-5-methyl-4-oxo-2-imidazolin-2-yl)nicotinate). Yield: 87.3%. As a reaction SMILES: [CH:1]([C:4]1([CH3:19])[NH:8][C:7]([C:9]2[N:17]=[CH:16][CH:15]=[CH:14][C:10]=2[C:11]([OH:13])=[O:12])=[N:6][C:5]1=[O:18])([CH3:3])[CH3:2].C(=O)([O-])[O-].[Ca+2:24]>O>[CH:1]([C:4]1([CH3:19])[NH:8][C:7]([C:9]2[N:17]=[CH:16][CH:15]=[CH:14][C:10]=2[C:11]([O-:13])=[O:12])=[N:6][C:5]1=[O:18])([CH3:3])[CH3:2].[Ca+2:24].[CH:1]([C:4]1([CH3:19])[NH:8][C:7]([C:9]2[N:17]=[CH:16][CH:15]=[CH:14][C:10]=2[C:11]([O-:13])=[O:12])=[N:6][C:5]1=[O:18])([CH3:3])[CH3:2] |f:1.2,4.5.6|. Procedure details: To 0.98 g of the acid of Example 9 partially dissolved in 10 ml water is added, with stirring 0.18 g calcium carbonate. After 10 minutes, the solution is filtered, the filtrate concentrated and the residue treated with ether to give a crystalline product which is dried at 40° C. and 25 mm pressure to give 0.88 g of the calcium salt mp 265° C. The reactants are O1C2(C(=NC1C(C2C(=O)OC)C(=O)OC)C2=CC=CC=C2)OCC (3,6-Epoxy-3-ethoxy-4,5-dimethoxycarbonyl-2-phenyl-3,4,5,6-tetrahydropyridine), O.NN (hydrazine monohydrate), O (water). Solvent: C(C)(=O)O (acetic acid). Conditions: temperature 100 celsius. Yields the product OC1=C(N=CC=2C(NNC(C21)=O)=O)C2=CC=CC=C2 (8-Hydroxy-7-phenylpyrido[3,4-d]pyridazine-1, 4(2H, 3H)-dione). RXN SMILES: [O:1]1[CH:5]2[CH:6]([C:12](OC)=[O:13])[CH:7]([C:8](OC)=[O:9])[C:2]1(OCC)[C:3]([C:16]1[CH:21]=[CH:20][CH:19]=[CH:18][CH:17]=1)=[N:4]2.O.[NH2:26][NH2:27].O>C(O)(=O)C>[OH:1][C:2]1[C:7]2[C:8](=[O:9])[NH:27][NH:26][C:12](=[O:13])[C:6]=2[CH:5]=[N:4][C:3]=1[C:16]1[CH:21]=[CH:20][CH:19]=[CH:18][CH:17]=1 |f:1.2|. Procedure details: 3,6-Epoxy-3-ethoxy-4,5-dimethoxycarbonyl-2-phenyl-3,4,5,6-tetrahydropyridine (500 mg; 1.5 mmol) was added to hydrazine monohydrate (5 ml), and the mixture was heated in a stream of nitrogen at 100° C. for 1 hour. Under ice-cooling, water was added to reaction mixture, and the mixture was neutralized with acetic acid. The resulting yellow crystalline precipitate was recovered by filtration. Yield: 210 mg (55.0%).